Dataset: the Open Reaction Database (ORD), a public repository of structured organic reaction records. Task: describe an organic reaction: reactants, conditions, products, and yield As a reaction SMILES: [CH2:1]([OH:23])[C@H:2]1[O:7][C@H:6]([O:8][C@H]2[C@H](O)[C@@H](O)[C@H](O)O[C@@H]2CO)[C@H:5]([OH:20])[C@@H:4]([OH:21])[C@@H:3]1[OH:22].N[C@H](C([O-])=O)CCC([O-])=O.[Na+].[Na+].[O-]P(OP(OP([O-])([O-])=O)([O-])=O)([O-])=O.[Na+].[Na+].[Na+].[Na+].[Na+]>>[OH:8][CH2:6][C@@H:5]([C@H:4]([C@@H:3]([C@@H:2]([CH2:1][OH:23])[OH:7])[OH:22])[OH:21])[OH:20] |f:1.2.3,4.5.6.7.8.9|. The reactants are C([C@@H]1[C@H]([C@@H]([C@H]([C@H](O1)O[C@@H]2[C@H](O[C@H]([C@@H]([C@H]2O)O)O)CO)O)O)O)O (maltose), N[C@@H](CCC(=O)[O-])C(=O)[O-].[Na+].[Na+] (sodium glutamate), starch, ice water, [O-]P(=O)([O-])OP(=O)([O-])OP(=O)([O-])[O-].[Na+].[Na+].[Na+].[Na+].[Na+] (sodium tripolyphosphate), polyol. Reported procedure: Four thousand parts of a thawed raw meat paste of Alaska pollack was mixed with 80 parts of maltose, 80 parts of sodium glutamate, 200 parts of potato starch, 300 parts of ice water, 12 parts of sodium tripolyphosphate, 120 parts of salt, and 100 parts of an aqueous solution containing 10 parts of a polyol-type ganoderan obtained by the method in Example 3, and 1 part of sorbitol, after which about 120 g aliquots of the mixture were shaped, and placed on pieces of wood. The resultant was heated ... Product: OC[C@H](O)[C@@H](O)[C@H](O)[C@H](O)CO (sorbitol). Reported procedure: tert.butyl 4'-[(2-n-butyl-6-carboxy-benzimidazol-1-yl)-methyl]biphenyl-2-carboxylate oil, Rf value: 0.90 (Silica gel: methylene chloride/methanol/acetic acid=9:0.8:0.2) As a reaction SMILES: [CH2:1]([C:5]1[N:9]([CH2:10][C:11]2[CH:16]=[CH:15][C:14]([C:17]3[C:18]([C:23]([O:25][C:26]([CH3:29])([CH3:28])[CH3:27])=[O:24])=[CH:19][CH:20]=[CH:21][CH:22]=3)=[CH:13][CH:12]=2)[C:8]2[CH:30]=[C:31](C(O)=O)[CH:32]=[CH:33][C:7]=2[N:6]=1)[CH2:2][CH2:3][CH3:4].C(Cl)Cl.C[OH:41].[C:42](O)(=O)[CH3:43]>>[OH:41][C:4]1[CH:43]=[CH:42][C:1]([C:5]2[N:9]([CH2:10][C:11]3[CH:12]=[CH:13][C:14]([C:17]4[C:18]([C:23]([O:25][C:26]([CH3:28])([CH3:29])[CH3:27])=[O:24])=[CH:19][CH:20]=[CH:21][CH:22]=4)=[CH:15][CH:16]=3)[C:8]3[CH:30]=[CH:31][CH:32]=[CH:33][C:7]=3[N:6]=2)=[CH:2][CH:3]=1 |f:1.2.3|. The product is OC1=CC=C(C=C1)C1=NC2=C(N1CC1=CC=C(C=C1)C=1C(=CC=CC1)C(=O)OC(C)(C)C)C=CC=C2 (tert.butyl 4'-[(2-(4-hydroxyphenyl)-benzimidazol-1-yl)-methyl]biphenyl-2-carboxylate). Starting materials: C(CCC)C1=NC2=C(N1CC1=CC=C(C=C1)C=1C(=CC=CC1)C(=O)OC(C)(C)C)C=C(C=C2)C(=O)O (tert.butyl 4'-[(2-n-butyl-6-carboxy-benzimidazol-1-yl)-methyl]biphenyl-2-carboxylate), C(Cl)Cl.CO.C(C)(=O)O (methylene chloride methanol acetic acid). Starting materials: CCCC(NC(C)C(=O)O)C(=O)OCC, N. Yields the product CCCC(NC(C)C(=O)O)C(N)=O. RXN SMILES: [CH2:1]([O:3][C:4](=[O:2])[CH:6]([CH2:7][CH2:8][CH3:9])[NH:10][CH:11]([CH3:12])[C:13](=[O:14])[OH:15])[CH3:5].[NH3:16]>>[O:3]=[C:4]([CH:6]([CH2:7][CH2:8][CH3:9])[NH:10][CH:11]([CH3:12])[C:13](=[O:14])[OH:15])[NH2:16]. Starting materials: FC=1C=C2C(C(NC2=CC1)=O)=O (5-Fluoroisatin), C(CC(=O)O)(=O)O.C(C)[K] (ethyl potassium malonate), C(C)(=O)OCC.CCCCCC (ethyl acetate hexane). Solvent: C(C)O.N1=CC=CC=C1.C(C)(=O)O (ethanol pyridine acetic acid). Reaction conditions: temperature 10 celsius. Product: C(C)OC(CC1(C(NC2=CC=C(C=C12)F)=O)O)=O ((5-Fluoro-3-hydroxy-2-oxo-2,3-dihydro-1H-indol-3-yl)acetic Acid Ethyl Ester). Reaction SMILES: [F:1][C:2]1[CH:3]=[C:4]2[C:8](=[CH:9][CH:10]=1)[NH:7][C:6](=[O:11])[C:5]2=[O:12].C(O)(=O)CC(O)=O.C([K])C.[C:23]([O:26][CH2:27][CH3:28])(=[O:25])[CH3:24].CCCCCC>C(O)C.N1C=CC=CC=1.C(O)(=O)C>[CH2:27]([O:26][C:23](=[O:25])[CH2:24][C:5]1([OH:12])[C:4]2[C:8](=[CH:9][CH:10]=[C:2]([F:1])[CH:3]=2)[NH:7][C:6]1=[O:11])[CH3:28] |f:1.2,3.4,5.6.7|. Reported procedure: 5-Fluoroisatin 32 (10 mmol, Lancaster, order no. 14553) was dissolved in a mixture of ethanol/pyridine/acetic acid (50 ml, 15:5:2), ethyl potassium malonate 33 (1.87 g, 11 mmol) was added, and the mixture was heated under reflux for 14 hours. The course of the reaction was monitored by TLC (eluent: ethyl acetate/hexane 1:1). The product was worked up by distilling off the solvent mixture under reduced pressure, taking up the residue in ethyl acetate (50 ml) and extracting the mixture by shaking ... Starting materials: CN(CCN1CCCc2ccc([N+](=O)[O-])cc21)C(=O)Oc1ccccc1, CCO. Product: CN(CCN1CCCc2ccc(N)cc21)C(=O)Oc1ccccc1. RXN SMILES: [CH3:1][N:2]([C:3]([O:4][c:5]1[cH:6][cH:7][cH:8][cH:9][cH:10]1)=[O:11])[CH2:12][CH2:13][N:14]1[CH2:15][CH2:16][CH2:17][c:18]2[cH:19][cH:20][c:21]([N+:24]([O-:25])=[O:26])[cH:22][c:23]21.[CH3:27][CH2:28][OH:29]>>[CH3:1][N:2]([C:3]([O:4][c:5]1[cH:6][cH:7][cH:8][cH:9][cH:10]1)=[O:11])[CH2:12][CH2:13][N:14]1[CH2:15][CH2:16][CH2:17][c:18]2[cH:19][cH:20][c:21]([NH2:24])[cH:22][c:23]21. Reactants: [OH-].[Na+] (sodium hydroxide), COC1=CC=C(C=C1)C1(CCC1)C(C)N (1-[1-(4-Methoxyphenyl)cyclobutyl]ethylamine), Cl (hydrochloric acid), N1=CC=C(C=C1)C=O (4-pyridinecarboxaldehyde), [BH4-].[Na+] (Sodium borohydride). Run in O (water), CO (methanol). Reaction conditions: time 16 hour. The product is N1=CC=C(C=C1)CNC(C)C1(CCC1)C1=CC=C(C=C1)OC (N-(4-pyridylmethyl)-1-[1-(4-methoxyphenyl)cyclobutyl]-ethylamine). Reaction SMILES: [CH3:1][O:2][C:3]1[CH:8]=[CH:7][C:6]([C:9]2([CH:13]([NH2:15])[CH3:14])[CH2:12][CH2:11][CH2:10]2)=[CH:5][CH:4]=1.[N:16]1[CH:21]=[CH:20][C:19]([CH:22]=O)=[CH:18][CH:17]=1.[BH4-].[Na+].Cl.[OH-].[Na+]>CO.O>[N:16]1[CH:21]=[CH:20][C:19]([CH2:22][NH:15][CH:13]([C:9]2([C:6]3[CH:7]=[CH:8][C:3]([O:2][CH3:1])=[CH:4][CH:5]=3)[CH2:12][CH2:11][CH2:10]2)[CH3:14])=[CH:18][CH:17]=1 |f:2.3,5.6|. Procedure details: 1-[1-(4-Methoxyphenyl)cyclobutyl]ethylamine (2.8 g) was heated to 120° C. and 4-pyridinecarboxaldehyde (2.1 g) was added and the mixture was heated at 120°-200° C. for 2 hours. The mixture was allowed to cool and diluted with methanol. Sodium borohydride (1.75 g) was added and the resulting mixture heated under reflux for 21/2 hours. After standing at room temperature for 16 hours the mixture was poured into water, treated with 5N hydrochloric acid and then basified with 5N aqueous sodium hydrox... The reactants are Br.NC=1C(=C(C=CC1)C1=CC=C(O1)C(=O)O)O (5-(3-amino-2-hydroxy-phenyl)-furan-2-carboxylic acid hydrobromide), C1CCC2=CC(=CC=C12)N1N=C(CC1=O)C (2-indan-5-yl-5-methyl-2,4-dihydro-pyrazol-3-one), C([O-])(O)=O.[Na+] (sodium bicarbonate), N(=O)[O-].[Na+] (sodium nitrite). The solvent is Cl (hydrochloric acid), C(C)O (ethanol). Product: OC1=C(C=CC=C1N\N=C/1\C(=NN(C1=O)C=1C=C2CCCC2=CC1)C)C1=CC=C(O1)C(=O)O ((Z)-5-{2-hydroxy-3-[N′-(1-indan-5-yl-3-methyl-5-oxo-1,5-dihydro-pyrazol-4-ylidene)-hydrazino]-phenyl}-furan-2-carboxylic acid). The yield is 71.8%. Reaction SMILES: Br.[NH2:2][C:3]1[C:4]([OH:17])=[C:5]([C:9]2[O:13][C:12]([C:14]([OH:16])=[O:15])=[CH:11][CH:10]=2)[CH:6]=[CH:7][CH:8]=1.[N:18]([O-])=O.[Na+].[CH2:22]1[C:30]2[C:25](=[CH:26][C:27]([N:31]3[C:35](=[O:36])[CH2:34][C:33]([CH3:37])=[N:32]3)=[CH:28][CH:29]=2)[CH2:24][CH2:23]1.C(=O)(O)[O-].[Na+]>Cl.C(O)C>[OH:17][C:4]1[C:3]([NH:2]/[N:18]=[C:34]2/[C:33]([CH3:37])=[N:32][N:31]([C:27]3[CH:26]=[C:25]4[C:30](=[CH:29][CH:28]=3)[CH2:22][CH2:23][CH2:24]4)[C:35]/2=[O:36])=[CH:8][CH:7]=[CH:6][C:5]=1[C:9]1[O:13][C:12]([C:14]([OH:16])=[O:15])=[CH:11][CH:10]=1 |f:0.1,2.3,5.6|. Procedure: 5-(3-Amino-2-hydroxy-phenyl)-furan-2-carboxylic acid hydrobromide 4g (300 mg, 1.0 mmol) was dissolved in hydrochloric acid (3.4 mL, 1 M) followed by dropwise addition of 1.2 mL of sodium nitrite solution (73 mg, 1.05 mmol) upon cooling by an ice-water bath. After the mixture was reacted for 10 minutes, 2-indan-5-yl-5-methyl-2,4-dihydro-pyrazol-3-one 1i (193 mg, 0.9 mmol), sodium bicarbonate (1.26 g, 15 mmol) and 4.4 mL of ethanol were added successively. The mixture was reacted at room temperatu... Reactants: O1C=C(C=C1)C1(CC1)NC(OC(C)(C)C)=O (tert-butyl 1-(furan-3-yl)cyclopropylcarbamate), N#N (N2), C(=O)(O)[O-].[Na+] (NaHCO3), BrN1C(CCC1=O)=O (N-bromosuccinimide). Run in CC(=O)C (acetone), O (water), C1CCOC1 (THF). Run at temperature -20 celsius, time 2 hour. Product: N1=NC=C(C=C1)C1(CC1)NC(OC(C)(C)C)=O (tert-butyl 1-(pyridazin-4-yl)cyclopropylcarbamate). As a reaction SMILES: O1[CH:5]=[CH:4][C:3]([C:6]2([NH:9][C:10](=[O:16])[O:11][C:12]([CH3:15])([CH3:14])[CH3:13])[CH2:8][CH2:7]2)=[CH:2]1.[N:17]#[N:18].C([O-])(O)=O.[Na+].BrN1C(=O)CCC1=O>CC(C)=O.C1COCC1.O>[N:17]1[CH:5]=[CH:4][C:3]([C:6]2([NH:9][C:10](=[O:16])[O:11][C:12]([CH3:15])([CH3:14])[CH3:13])[CH2:8][CH2:7]2)=[CH:2][N:18]=1 |f:2.3|. Procedure: A solution of tert-butyl 1-(furan-3-yl)cyclopropylcarbamate (2.15 g, 9.64 mmol, 1.0 eq), in acetone (86 ml) and water (86 ml) at r.t. was purged with N2 and cooled to −20° C. NaHCO3 (1.62 g, 19.28 mmol, 2.0 eq) and N-bromosuccinimide (2.23 g, 12.52 mmol, 1.3 eq) were added to the mixture at −20° C. and the stirring was continued at the same temperature for 2 hr. To the reaction mixture at −20° C. was added THF (4.3 ml) and the temperature raised to 0° C. over 30 min. Acetone was removed from the... Reactants: N#CCCS(=O)(=O)c1ccc(Br)cc1, CN1CCCC1=O, CC(=O)[O-], CCOC(C)=O, C=Cc1ccc(F)cc1, [Na+], CC(=O)[O-], CC(=O)[O-], O, [Pd+2]. Product: N#CCCS(=O)(=O)c1ccc(C=Cc2ccc(F)cc2)cc1. RXN SMILES: [Br:15][c:16]1[cH:17][cH:18][c:19]([S:22](=[O:23])(=[O:24])[CH2:25][CH2:26][C:27]#[N:28])[cH:20][cH:21]1.[CH3:29][N:30]1[CH2:31][CH2:32][CH2:33][C:34]1=[O:35].[CH3:2][C:3](=[O:4])[O-:5].[CH3:37][CH2:38][O:39][C:40]([CH3:41])=[O:42].[F:6][c:7]1[cH:8][cH:9][c:10]([CH:11]=[CH2:12])[cH:13][cH:14]1.[Na+:1].[O-:44][C:45]([CH3:46])=[O:47].[O-:48][C:49]([CH3:50])=[O:51].[OH2:36].[Pd+2:43]>>[F:6][c:7]1[cH:8][cH:9][c:10]([CH:11]=[CH:12][c:16]2[cH:17][cH:18][c:19]([S:22](=[O:23])(=[O:24])[CH2:25][CH2:26][C:27]#[N:28])[cH:20][cH:21]2)[cH:13][cH:14]1. Starting materials: C(C)OC(CCCOC1=C(C(=CC=C1)CCCCCCOC1=CC(=CC(=C1)S(=O)(=O)C)I)CCC(=O)OCC)=O (4-{2-(2-ethoxycarbonyl-ethyl)-3-[6-(3-iodo-5-methanesulfonyl-phenoxy)-hexyl]-phenoxy}-butyric acid ethyl ester), [OH-].[Na+] (sodium hydroxide). Run in CCOC(=O)C (EtOAc), C(C)O (ethanol). Run at temperature 60 celsius, time 4 hour. The product is C(=O)(O)CCC1=C(OCCCC(=O)O)C=CC=C1CCCCCCOC1=CC(=CC(=C1)S(=O)(=O)C)I (4-{2-(2-Carboxy-ethyl)-3-[6-(3-iodo-5-methanesulfonyl-phenoxy)-hexyl]-phenoxy}-butyric Acid). The yield is 97.2%. RXN SMILES: C([O:3][C:4](=[O:40])[CH2:5][CH2:6][CH2:7][O:8][C:9]1[CH:14]=[CH:13][CH:12]=[C:11]([CH2:15][CH2:16][CH2:17][CH2:18][CH2:19][CH2:20][O:21][C:22]2[CH:27]=[C:26]([S:28]([CH3:31])(=[O:30])=[O:29])[CH:25]=[C:24]([I:32])[CH:23]=2)[C:10]=1[CH2:33][CH2:34][C:35]([O:37]CC)=[O:36])C.[OH-].[Na+]>C(O)C.CCOC(C)=O>[C:35]([CH2:34][CH2:33][C:10]1[C:11]([CH2:15][CH2:16][CH2:17][CH2:18][CH2:19][CH2:20][O:21][C:22]2[CH:27]=[C:26]([S:28]([CH3:31])(=[O:30])=[O:29])[CH:25]=[C:24]([I:32])[CH:23]=2)=[CH:12][CH:13]=[CH:14][C:9]=1[O:8][CH2:7][CH2:6][CH2:5][C:4]([OH:40])=[O:3])([OH:37])=[O:36] |f:1.2|. Reported procedure: To a solution of 4-{2-(2-ethoxycarbonyl-ethyl)-3-[6-(3-iodo-5-methanesulfonyl-phenoxy)-hexyl]-phenoxy}-butyric acid ethyl ester (0.9 g, 1.31 mmol) in hot ethanol (40 mL) was added aqueous 1.0 N sodium hydroxide (10 mL). The resulting solution was heated to 60° C. and stirred for 4 h. Then, the reaction mixture was cooled down and diluted with EtOAc, washed with 10% HCl and brine. The combined ethyl acetate extracts were dried over anhydrous sodium sulfate, concentrated under reduced pressure to ...